Dataset: the Open Reaction Database (ORD), a public repository of structured organic reaction records. Task: describe an organic reaction: reactants, conditions, products, and yield Reactants: COC1=C2CCOC(C2=CC=C1C#N)CN1CCNCC1 (5-(methyloxy)-1-(piperazin-1-ylmethyl)-3,4-dihydro-1H-isochromene-6-carbonitrile), CC1=C(C=CC=2C(OCC21)=O)CC=O ((4-methyl-1-oxo-1,3-dihydro-2-benzofuran-5-yl)acetaldehyde), CC1=C(C=CC=2C(OCC21)=O)CC=O ((4-methyl-1-oxo-1,3-dihydro-2-benzofuran-5-yl)acetaldehyde), [BH-](OC(=O)C)(OC(=O)C)OC(=O)C.[Na+] (NaBH(OAc)3). Solvent: C(Cl)Cl (DCM), C(Cl)Cl (DCM). Conditions: time 8 hour. Yields the product CC1=C(C=CC=2C(OCC21)=O)CCN2CCN(CC2)CC2OCCC1=C(C(=CC=C21)C#N)OC (1-({4-[2-(4-methyl-1-oxo-1,3-dihydro-2-benzofuran-5-yl)ethyl]piperazin-1-yl}methyl)-5-(methyloxy)-3,4-dihydro-1H-isochromene-6-carbonitrile). As a reaction SMILES: [CH3:1][O:2][C:3]1[C:12]([C:13]#[N:14])=[CH:11][CH:10]=[C:9]2[C:4]=1[CH2:5][CH2:6][O:7][CH:8]2[CH2:15][N:16]1[CH2:21][CH2:20][NH:19][CH2:18][CH2:17]1.[CH3:22][C:23]1[C:31]2[CH2:30][O:29][C:28](=[O:32])[C:27]=2[CH:26]=[CH:25][C:24]=1[CH2:33][CH:34]=O.[BH-](OC(C)=O)(OC(C)=O)OC(C)=O.[Na+]>C(Cl)Cl>[CH3:22][C:23]1[C:31]2[CH2:30][O:29][C:28](=[O:32])[C:27]=2[CH:26]=[CH:25][C:24]=1[CH2:33][CH2:34][N:19]1[CH2:20][CH2:21][N:16]([CH2:15][CH:8]2[C:9]3[C:4](=[C:3]([O:2][CH3:1])[C:12]([C:13]#[N:14])=[CH:11][CH:10]=3)[CH2:5][CH2:6][O:7]2)[CH2:17][CH2:18]1 |f:2.3|. Procedure: To a solution of 5-(methyloxy)-1-(piperazin-1-ylmethyl)-3,4-dihydro-1H-isochromene-6-carbonitrile (0.04 mmol) in 5 mL of DCM was added (4-methyl-1-oxo-1,3-dihydro-2-benzofuran-5-yl)acetaldehyde (from Step B, Intermediate 17, 11 mg, 0.06 mmol) and NaBH(OAc)3 (34 mg, 0.16 mmol), the mixture was stirred at room temperature overnight. The reaction was diluted with DCM and washed with brine. The organic layer was dried over anhydrous Na2SO4 and concentrated. The residue was purified by prep-TLC to gi... Starting materials: CC(C)(C)OC(=O)NC1CCC(C(=O)O)CC1, CCOC(C)=O, C(=NC1CCCCC1)=NC1CCCCC1, N, C1CCOC1, O. The product is CC(C)(C)OC(=O)NC1CCC(C(N)=O)CC1. As a reaction SMILES: [C:1]([CH3:2])([CH3:3])([CH3:4])[O:5][C:6](=[O:7])[NH:8][CH:9]1[CH2:10][CH2:11][CH:12]([C:15](=[O:16])[OH:17])[CH2:13][CH2:14]1.[CH3:34][CH2:35][O:36][C:37](=[O:38])[CH3:39].[CH:18]1([N:24]=[C:19]=[N:20][CH:21]2[CH2:22][CH2:23][CH2:25][CH2:26][CH2:27]2)[CH2:28][CH2:29][CH2:30][CH2:31][CH2:32]1.[NH3:33].[O:40]1[CH2:41][CH2:42][CH2:43][CH2:44]1.[OH2:45]>>[C:1]([CH3:2])([CH3:3])([CH3:4])[O:5][C:6](=[O:7])[NH:8][CH:9]1[CH2:10][CH2:11][CH:12]([C:15](=[O:17])[NH2:24])[CH2:13][CH2:14]1. The reactants are CC(=O)OC(C)=O, ClCCl, NC(=O)N1c2ccccc2CC(=NO)c2ccccc21, c1ccncc1. Product: CC(=O)ON=C1Cc2ccccc2N(C(N)=O)c2ccccc21. Reaction SMILES: [CH3:27][C:28](=[O:29])[O:30][C:31](=[O:32])[CH3:33].[Cl:34][CH2:35][Cl:36].[OH:1][N:2]=[C:3]1[CH2:4][c:5]2[c:6]([cH:17][cH:18][cH:19][cH:20]2)[N:7]([C:14](=[O:15])[NH2:16])[c:8]2[c:9]1[cH:10][cH:11][cH:12][cH:13]2.[cH:21]1[cH:22][cH:23][n:24][cH:25][cH:26]1>>[O:1]([N:2]=[C:3]1[CH2:4][c:5]2[c:6]([cH:17][cH:18][cH:19][cH:20]2)[N:7]([C:14](=[O:15])[NH2:16])[c:8]2[c:9]1[cH:10][cH:11][cH:12][cH:13]2)[C:28]([CH3:27])=[O:29].